Dataset: the Open Reaction Database (ORD), a public repository of structured organic reaction records. Task: describe an organic reaction: reactants, conditions, products, and yield Reaction SMILES: [Li+].C[CH:3]([N-:5][CH:6]([CH3:8])C)[CH3:4].[F:9][C:10]1[CH:15]=[CH:14][C:13]([C:16](=[O:21])[CH2:17][CH:18]([CH3:20])[CH3:19])=[CH:12][CH:11]=1.[CH2:22]([O:24]CC)[CH3:23]>>[F:9][C:10]1[CH:11]=[CH:12][C:13]([C:16]2([CH2:17][CH:18]([CH3:19])[CH3:20])[C:8]3[CH:6]=[N:5][CH:3]=[CH:4][C:23]=3[C:22](=[O:24])[O:21]2)=[CH:14][CH:15]=1 |f:0.1|. Run at temperature -78 celsius, time 2 hour. Reactants: FC1=CC=C(C=C1)C(CC(C)C)=O (1-(4-fluorophenyl)-3-methylbutan-1-one), C(C)OCC (diethyl ether), 4-diisopropylamidopyridine, solution, [Li+].CC(C)[N-]C(C)C (LDA), C(C)OCC (diethyl ether), C(C)OCC (diethyl ether). Isolated yield 7.0%. Reported procedure: To a solution of 4-diisopropylamidopyridine (3.2 g, 15.54 mmol) in anhydrous diethyl ether (160 mL) at −78° C. was added a 1M solution of LDA in diethyl ether (23.27 mL) and the reaction mixture stirred at −78° C. for 2 hours. A solution of 1-(4-fluorophenyl)-3-methylbutan-1-one (3.5 g, 19.42 mmol) in anhydrous diethyl ether (5 mL) was added dropwise, and the reaction was stirred at −78° C. for 30 min. The reaction mixture was quenched with brine (100 mL), extracted with ethyl acetate (3×50 mL),... The product is FC1=CC=C(C=C1)C1(OC(C2=C1C=NC=C2)=O)CC(C)C (3-(4-fluorophenyl)-3-isobutylfuro[3,4-c]pyridin-1(3H)-one). Starting materials: C=O (formaldehyde), [BH-](OC(=O)C)(OC(=O)C)OC(=O)C.[Na+] (NaBH(OAc)3), C(C)(C)(C)OC(=O)N1CCN(CC1)CC1NCCCC1 (4-piperidin-2-ylmethylpiperazine-1-carboxylic acid tert-butyl ester). Run in C(Cl)Cl (DCM), ClCCCl (DCE). Conditions: time 48 hour. Yields the product C(C)(C)(C)OC(=O)N1CCN(CC1)CC1N(CCCC1)C (4-(1-methylpiperidin-2-ylmethyl)piperazine-1-carboxylic acid tert-butyl ester). Reaction SMILES: C=O.[BH-](OC(C)=O)(OC(C)=O)O[C:5](C)=O.[Na+].[C:17]([O:21][C:22]([N:24]1[CH2:29][CH2:28][N:27]([CH2:30][CH:31]2[CH2:36][CH2:35][CH2:34][CH2:33][NH:32]2)[CH2:26][CH2:25]1)=[O:23])([CH3:20])([CH3:19])[CH3:18]>ClCCCl.C(Cl)Cl>[C:17]([O:21][C:22]([N:24]1[CH2:25][CH2:26][N:27]([CH2:30][CH:31]2[CH2:36][CH2:35][CH2:34][CH2:33][N:32]2[CH3:5])[CH2:28][CH2:29]1)=[O:23])([CH3:20])([CH3:18])[CH3:19] |f:1.2|. Procedure details: 1.91 ml of 37% aqueous formaldehyde and a few beads of 4 Å molecular sieve, followed by 5 g of NaBH(OAc)3, are added to a solution of 3.34 g of the compound prepared in step 6.2, in 40 ml of DCE, and the medium is stirred at AT for 48 h. The medium is diluted in DCM, and filtered through cotton wool. The organic phase is washed twice with a saturated NaHCO3 solution, and then with a saturated NaCl solution. After drying over MgSO4 and evaporation of the solvents, 3.28 g of the expected product a... Product: CCOC(=O)CCc1ccc(Oc2cc(O)ccc2C)cc1C. Starting materials: BrB(Br)Br, CCOC(=O)CCc1ccc(Oc2cc(OC)ccc2C)cc1C, ClCCl. RXN SMILES: [B:25]([Br:26])([Br:27])[Br:28].[CH2:1]([CH3:2])[O:3][C:4]([CH2:5][CH2:6][c:7]1[c:8]([CH3:23])[cH:9][c:10]([O:13][c:14]2[c:15]([CH3:22])[cH:16][cH:17][c:18]([O:20][CH3:21])[cH:19]2)[cH:11][cH:12]1)=[O:24].[Cl:29][CH2:30][Cl:31]>>[CH2:1]([CH3:2])[O:3][C:4]([CH2:5][CH2:6][c:7]1[c:8]([CH3:23])[cH:9][c:10]([O:13][c:14]2[c:15]([CH3:22])[cH:16][cH:17][c:18]([OH:20])[cH:19]2)[cH:11][cH:12]1)=[O:24]. Starting materials: Cl.BrC=1C=NC=C(C(=O)Cl)C1 (5-bromo-nicotinic acid chloride hydrochloride), CC1=CC=CC2=C1NC(O2)=O (4-methyl-3H-benzoxazol-2-one), [Cl-].[Cl-].[Cl-].[Al+3] (aluminium trichloride), ice water. Run at time 1.5 hour. Yields the product BrC=1C=C(C=NC1)C(=O)C1=CC2=C(NC(O2)=O)C(=C1)C (6-(5-bromo-pyridin-3-carbonyl)-4-methyl-3H-benzoxazol-2-one). As a reaction SMILES: Cl.[Br:2][C:3]1[CH:4]=[N:5][CH:6]=[C:7]([CH:11]=1)[C:8](Cl)=[O:9].[CH3:12][C:13]1[C:18]2[NH:19][C:20](=[O:22])[O:21][C:17]=2[CH:16]=[CH:15][CH:14]=1.[Cl-].[Cl-].[Cl-].[Al+3]>>[Br:2][C:3]1[CH:11]=[C:7]([C:8]([C:15]2[CH:14]=[C:13]([CH3:12])[C:18]3[NH:19][C:20](=[O:22])[O:21][C:17]=3[CH:16]=2)=[O:9])[CH:6]=[N:5][CH:4]=1 |f:0.1,3.4.5.6|. Procedure details: 2.57 g (10.0 mmol) 5-bromo-nicotinic acid chloride hydrochloride, 1.49 g (10.0 mmol) 4-methyl-3H-benzoxazol-2-one and 5.33 g (40.0 mmol) aluminium trichloride were heated to 125° C. with stirring for 1.5 h. After cooling to RT the mixture was mixed with ice water. The precipitate formed was suction filtered, washed with water and dried i. vac. Starting materials: [Br-], C1CCOC1, COc1ccc(N(C(=O)C(C)=O)c2ccc(OC)cc2)cc1, COc1ccc([Mg+])cc1. Yields the product COc1ccc(N(C(=O)C(C)(O)c2ccc(OC)cc2)c2ccc(OC)cc2)cc1. As a reaction SMILES: [Br-:23].[CH2:33]1[O:34][CH2:35][CH2:36][CH2:37]1.[CH3:1][O:2][c:3]1[cH:4][cH:5][c:6]([N:9]([C:10]([C:11]([CH3:12])=[O:13])=[O:14])[c:15]2[cH:16][cH:17][c:18]([O:21][CH3:22])[cH:19][cH:20]2)[cH:7][cH:8]1.[CH3:24][O:25][c:26]1[cH:27][cH:28][c:29]([Mg+:32])[cH:30][cH:31]1>>[CH3:1][O:2][c:3]1[cH:4][cH:5][c:6]([N:9]([C:10]([C:11]([CH3:12])([OH:13])[c:29]2[cH:28][cH:27][c:26]([O:25][CH3:24])[cH:31][cH:30]2)=[O:14])[c:15]2[cH:16][cH:17][c:18]([O:21][CH3:22])[cH:19][cH:20]2)[cH:7][cH:8]1. Starting materials: N[C@@H]1CNC[C@H]1SC (trans-3-amino-4-methylthio-pyrrolidine), C(C(C)(C)C)=O (pivalaldehyde). Solvent: CO (methanol). Reaction conditions: time 30 minute. The product is CC(C=N[C@@H]1CNC[C@H]1SC)(C)C (trans-3-(2,2-Dimethyl-propylideneamino)-4-methylthio-pyrrolidine). RXN SMILES: [NH2:1][C@H:2]1[C@H:6]([S:7][CH3:8])[CH2:5][NH:4][CH2:3]1.[CH:9](=O)[C:10]([CH3:13])([CH3:12])[CH3:11]>CO>[CH3:9][C:10]([CH3:13])([CH3:12])[CH:11]=[N:1][C@H:2]1[C@H:6]([S:7][CH3:8])[CH2:5][NH:4][CH2:3]1. Procedure: 1.32 g (10 mmol) of trans-3-amino-4-methylthio-pyrrolidine are initially introduced into 5 ml of methanol, and 1.23 ml (11 mmol) of 97% strength pivalaldehyde are added dropwise, after which the temperature rises from 25° to 36° C. The mixture is subsequently stirred for a further 30 minutes, without cooling, the batch is then concentrated and the residue is distilled. Yield: 1.50 g (75% of theory), Starting materials: COC1=CC=C(C(C2=CC=C(C=C2)OC)(C2=CC=CC=C2)OCC=2C=C(CN)C=CC2)C=C1 (3-(4,4′-dimethoxytrityloxymethyl)benzylamine), C(=O)(N1C=NC=C1)N1C=NC=C1 (1,1′-carbonyldiimidazole), NCC1=NC(=CC=C1)CO[Si](C)(C)C(C)(C)C (2-aminomethyl-6-[(tert-butyldimethylsilyloxy)methyl]pyridine). Run in C1CCOC1 (THF), C1CCOC1 (THF). Reaction conditions: time 24 hour. Product: COC1=CC=C(C(C2=CC=C(C=C2)OC)(C2=CC=CC=C2)OCC=2C=C(CNC(=O)NCC3=NC(=CC=C3)CO[Si](C)(C)C(C)(C)C)C=CC2)C=C1 (N-[3-(4,4′-dimethoxytrityloxymethyl)benzyl]-N′-{[6-(tert-butyldimethylsilyloxy)methylpyridin-2-yl]methyl}urea). Isolated yield 54.4%. As a reaction SMILES: [CH3:1][O:2][C:3]1[CH:33]=[CH:32][C:6]([C:7]([O:22][CH2:23][C:24]2[CH:25]=[C:26]([CH:29]=[CH:30][CH:31]=2)[CH2:27][NH2:28])([C:16]2[CH:21]=[CH:20][CH:19]=[CH:18][CH:17]=2)[C:8]2[CH:13]=[CH:12][C:11]([O:14][CH3:15])=[CH:10][CH:9]=2)=[CH:5][CH:4]=1.[C:34](N1C=CN=C1)(N1C=CN=C1)=[O:35].[NH2:46][CH2:47][C:48]1[CH:53]=[CH:52][CH:51]=[C:50]([CH2:54][O:55][Si:56]([C:59]([CH3:62])([CH3:61])[CH3:60])([CH3:58])[CH3:57])[N:49]=1>C1COCC1>[CH3:15][O:14][C:11]1[CH:10]=[CH:9][C:8]([C:7]([O:22][CH2:23][C:24]2[CH:25]=[C:26]([CH:29]=[CH:30][CH:31]=2)[CH2:27][NH:28][C:34]([NH:46][CH2:47][C:48]2[CH:53]=[CH:52][CH:51]=[C:50]([CH2:54][O:55][Si:56]([C:59]([CH3:62])([CH3:61])[CH3:60])([CH3:57])[CH3:58])[N:49]=2)=[O:35])([C:16]2[CH:21]=[CH:20][CH:19]=[CH:18][CH:17]=2)[C:6]2[CH:5]=[CH:4][C:3]([O:2][CH3:1])=[CH:33][CH:32]=2)=[CH:13][CH:12]=1. Procedure details: A suspension of 3-(4,4′-dimethoxytrityloxymethyl)benzylamine (5) (455 mg, 1.04 mmol) and 1,1′-carbonyldiimidazole (170 mg, 1.05 mmol) in THF (52 mL) was stirred for 24 hours at a room temperature under Ar atmosphere. TLC was used to confirm there was no starting material in the reaction mixture. Then, to the suspension was added dropwise a solution of 2-aminomethyl-6-[(tert-butyldimethylsilyloxy)methyl]pyridine (3) (593 mg, 2.35 mmol) in THF (13 mL), and further stirred for 48 hours. The reactio...